describe an organic reaction: reactants, conditions, products, and yield From a dataset of the Open Reaction Database (ORD), a public repository of structured organic reaction records. Starting materials: [Cl-].[Al+3].[Cl-].[Cl-] (aluminum chloride), C([O-])(O)=O.[Na+] (sodium bicarbonate), Cl.C(C1=CN=CC=C1)(=O)Cl (nicotinoyl chloride hydrochloride), C(C)C=1NC(NC1)=O (1,3-dihydro-4-ethyl-2H-imidazole-2-one). The solvent is ClCC(Cl)(Cl)Cl (tetrachloroethane), O (water). Run at temperature 85 celsius. Yields the product C(C)C=1NC(NC1C(C1=CN=CC=C1)=O)=O (1,3-Dihydro-4-ethyl-5-nicotinoyl-2H-imidazole-2-one). RXN SMILES: Cl.[C:2](Cl)(=[O:9])[C:3]1[CH:8]=[CH:7][CH:6]=[N:5][CH:4]=1.[CH2:11]([C:13]1[NH:14][C:15](=[O:18])[NH:16][CH:17]=1)[CH3:12].[Cl-].[Al+3].[Cl-].[Cl-].C(=O)(O)[O-].[Na+]>ClCC(Cl)(Cl)Cl.O>[CH2:11]([C:13]1[NH:14][C:15](=[O:18])[NH:16][C:17]=1[C:2](=[O:9])[C:3]1[CH:8]=[CH:7][CH:6]=[N:5][CH:4]=1)[CH3:12] |f:0.1,3.4.5.6,7.8|. Reported procedure: To a well stirred mixture of 8.85 g (50 mmole) nicotinoyl chloride hydrochloride and 5.6 g (50 mmole) 1,3-dihydro-4-ethyl-2H-imidazole-2-one in 100 ml tetrachloroethane is added 22 g (164 mmole) aluminum chloride. The mixture is heated at 85° C. for 2 hours and treated with water. The solution is neutralized with sodium bicarbonate, filtered and taken to dryness. Chromatography over silica gel affords the title compound; m.p. 219°-21°. Starting materials: C1(CCCCCC1)NC(=O)NC1=C(C=CC(=C1)B1OC(C(O1)(C)C)(C)C)F (1-cycloheptyl-3-(2-fluoro-5-(4,4,5,5-tetramethyl-1,3,2-dioxaborolan-2-yl)phenyl)urea), FC(S(=O)(=O)OC=1C(=NC2=CC(=NC=C2C1)Cl)C)(F)F (7-chloro-2-methyl-1,6-naphthyridin-3-yl trifluoromethanesulfonate), C(=O)([O-])[O-].[K+].[K+] (K2CO3). The reagents and catalysts are C=1C=CC(=CC1)[P](C=2C=CC=CC2)(C=3C=CC=CC3)[Pd]([P](C=4C=CC=CC4)(C=5C=CC=CC5)C=6C=CC=CC6)([P](C=7C=CC=CC7)(C=8C=CC=CC8)C=9C=CC=CC9)[P](C=1C=CC=CC1)(C=1C=CC=CC1)C=1C=CC=CC1 (Pd(PPh3)4). The solvent is O1CCOCC1 (dioxane), O (H2O). Run at temperature 60 celsius. Yields the product ClC1=NC=C2C=C(C(=NC2=C1)C)C=1C=CC(=C(C1)NC(=O)NC1CCCCCC1)F (1-(5-(7-chloro-2-methyl-1,6-naphthyridin-3-yl)-2-fluorophenyl)-3-cycloheptylurea). Yield: 142.5%. As a reaction SMILES: [CH:1]1([NH:8][C:9]([NH:11][C:12]2[CH:17]=[C:16](B3OC(C)(C)C(C)(C)O3)[CH:15]=[CH:14][C:13]=2[F:27])=[O:10])[CH2:7][CH2:6][CH2:5][CH2:4][CH2:3][CH2:2]1.FC(F)(F)S(O[C:34]1[C:35]([CH3:45])=[N:36][C:37]2[C:42]([CH:43]=1)=[CH:41][N:40]=[C:39]([Cl:44])[CH:38]=2)(=O)=O.C([O-])([O-])=O.[K+].[K+]>O1CCOCC1.O.C1C=CC([P]([Pd]([P](C2C=CC=CC=2)(C2C=CC=CC=2)C2C=CC=CC=2)([P](C2C=CC=CC=2)(C2C=CC=CC=2)C2C=CC=CC=2)[P](C2C=CC=CC=2)(C2C=CC=CC=2)C2C=CC=CC=2)(C2C=CC=CC=2)C2C=CC=CC=2)=CC=1>[Cl:44][C:39]1[CH:38]=[C:37]2[C:42]([CH:43]=[C:34]([C:16]3[CH:15]=[CH:14][C:13]([F:27])=[C:12]([NH:11][C:9]([NH:8][CH:1]4[CH2:2][CH2:3][CH2:4][CH2:5][CH2:6][CH2:7]4)=[O:10])[CH:17]=3)[C:35]([CH3:45])=[N:36]2)=[CH:41][N:40]=1 |f:2.3.4,^1:64,66,85,104|. Reported procedure: Sparge a suspension of 1-cycloheptyl-3-(2-fluoro-5-(4,4,5,5-tetramethyl-1,3,2-dioxaborolan-2-yl)phenyl)urea (0.420 g, 1.116 mmol), 7-chloro-2-methyl-1,6-naphthyridin-3-yl trifluoromethanesulfonate (0.438 g, 1.339 mmol) and K2CO3 (0.463 g, 3.35 mmol) in dioxane (4 mL) and H2O (1 mL) with Ar, add Pd(PPh3)4 (0.064 g, 0.056 mmol) and heat at 60° C. for 3 h. Concentrate the mixture to dryness and purify via silica gel chromatography (EtOAc/Hex) to afford the title compound (679 mg, 61%) as a white so... The reactants are CCCCCC, CO, N#CC(Cl)(Cl)Cl, [Na+], [OH-], OCc1ccccc1. The product is N=C(OCc1ccccc1)C(Cl)(Cl)Cl. RXN SMILES: [CH3:17][CH2:18][CH2:19][CH2:20][CH2:21][CH3:22].[CH3:23][OH:24].[Cl:11][C:12]([C:13]#[N:14])([Cl:15])[Cl:16].[Na+:2].[OH-:1].[OH:3][CH2:4][c:5]1[cH:6][cH:7][cH:8][cH:9][cH:10]1>>[O:3]([CH2:4][c:5]1[cH:6][cH:7][cH:8][cH:9][cH:10]1)[C:13]([C:12]([Cl:11])([Cl:15])[Cl:16])=[NH:14].